This data is from the Open Reaction Database (ORD), a public repository of structured organic reaction records. The task is: describe an organic reaction: reactants, conditions, products, and yield Starting materials: CCOC(=O)CCc1cnn(Cc2ccc(OCc3nc(-c4ccccc4)oc3C)cc2)c1, CCO, Cl, [Na+], C1CCOC1, [OH-]. The product is Cc1oc(-c2ccccc2)nc1COc1ccc(Cn2cc(CCC(=O)O)cn2)cc1. RXN SMILES: [CH3:1][c:2]1[c:3]([CH2:13][O:14][c:15]2[cH:16][cH:17][c:18]([CH2:19][n:20]3[n:21][cH:22][c:23]([CH2:25][CH2:26][C:27](=[O:28])[O:29][CH2:30][CH3:31])[cH:24]3)[cH:32][cH:33]2)[n:4][c:5](-[c:7]2[cH:8][cH:9][cH:10][cH:11][cH:12]2)[o:6]1.[CH3:36][CH2:37][OH:38].[ClH:39].[Na+:35].[O:40]1[CH2:41][CH2:42][CH2:43][CH2:44]1.[OH-:34]>>[CH3:1][c:2]1[c:3]([CH2:13][O:14][c:15]2[cH:16][cH:17][c:18]([CH2:19][n:20]3[n:21][cH:22][c:23]([CH2:25][CH2:26][C:27](=[O:28])[OH:29])[cH:24]3)[cH:32][cH:33]2)[n:4][c:5](-[c:7]2[cH:8][cH:9][cH:10][cH:11][cH:12]2)[o:6]1. Product: [N+](=O)([O-])C1=CC=C(O1)C=CC=NNC(C1=C(C=CC=C1)CCCC)=O (5-nitro-2-[(o-butylbenzoylhydrazono)propen-1-yl]furan). Procedure: A solution of 1.7 g of the butyl benzhydrazide mentioned under (4) above in 20 ml of dichloromethane is mixed with a solution of 3.5 g of 3-(5-nitro-2-furyl)acrylaldehyde in 20 ml of dichloromethane, and the mixture is stirred at room temperature. The yellow-brown product (precipitated after a reaction time of 3 hours) is sucked off, the filtrate is concentrated, and the resulting solid material is likewise isolated. The two precipitates are recrystallized together from 200 ml of ethanol. Reaction SMILES: [CH2:1]([C:5]1[CH:14]=[CH:13][CH:12]=[CH:11][C:6]=1[C:7]([NH:9][NH2:10])=[O:8])[CH2:2][CH2:3][CH3:4].[N+:15]([C:18]1[O:22][C:21]([CH:23]=[CH:24][CH:25]=O)=[CH:20][CH:19]=1)([O-:17])=[O:16]>ClCCl>[N+:15]([C:18]1[O:22][C:21]([CH:23]=[CH:24][CH:25]=[N:10][NH:9][C:7](=[O:8])[C:6]2[CH:11]=[CH:12][CH:13]=[CH:14][C:5]=2[CH2:1][CH2:2][CH2:3][CH3:4])=[CH:20][CH:19]=1)([O-:17])=[O:16]. Starting materials: C(CCC)C1=C(C(=O)NN)C=CC=C1 (butyl benzhydrazide), C(CCC)C1=C(C(=O)NN)C=CC=C1 (o-(n-butyl)benzhydrazide), [N+](=O)([O-])C1=CC=C(O1)C=CC=O (3-(5-nitro-2-furyl)acrylaldehyde). Solvent: ClCCl (dichloromethane), ClCCl (dichloromethane). Starting materials: OC=1C=C(CO)C=CC1 (3-hydroxybenzyl alcohol), C1(=CC=CC=C1)P(C1=CC=CC=C1)C1=CC=CC=C1 (triphenylphosphine), ClC1=C(C=CC=C1)O (2-chlorophenol), N(=NC(=O)OCC)C(=O)OCC (diethyl azodicarboxylate). The solvent is O1CCCC1 (tetrahydrofuran), C(Cl)Cl (methylene chloride). Conditions: time 1 hour. The product is ClC1=C(OCC=2C=C(C=CC2)O)C=CC=C1 (3-[(2-Chlorophenoxy)methyl]phenol). Yield: 50.9%. Reaction SMILES: C1(P(C2C=CC=CC=2)C2C=CC=CC=2)C=CC=CC=1.[Cl:20][C:21]1[CH:26]=[CH:25][CH:24]=[CH:23][C:22]=1[OH:27].N(C(OCC)=O)=NC(OCC)=O.[OH:40][C:41]1[CH:42]=[C:43]([CH:46]=[CH:47][CH:48]=1)[CH2:44]O>C(Cl)Cl.O1CCCC1>[Cl:20][C:21]1[CH:26]=[CH:25][CH:24]=[CH:23][C:22]=1[O:27][CH2:44][C:43]1[CH:42]=[C:41]([OH:40])[CH:48]=[CH:47][CH:46]=1. Procedure details: At 0° C. to 616 mg (2.35 mmol) of triphenylphosphine and 400 μL (3.84 mmol) of 2-chlorophenol in 20 mL of methylene chloride was added 370 mL (2.35 mmol) of diethyl azodicarboxylate followed by dropwise addition of a solution of 233 mg (1.9 mmol) 3-hydroxybenzyl alcohol in 2 mL of tetrahydrofuran. The reaction mixture was stirred at 0° C. to ambient temperature for 1 h. The reaction mixture was quenched with water, extracted into diethyl ether, dried (MgSO4), and purified by flash chromatography... The reactants are Cl, [Na+], CCOC(=O)c1cnc[nH]c1=O, [OH-]. The product is O=C(O)c1cnc[nH]c1=O. RXN SMILES: [ClH:13].[Na+:15].[O:1]=[c:2]1[nH:3][cH:4][n:5][cH:6][c:7]1[C:8](=[O:9])[O:10][CH2:11][CH3:12].[OH-:14]>>[O:1]=[c:2]1[nH:3][cH:4][n:5][cH:6][c:7]1[C:8](=[O:9])[OH:10]. Starting materials: O=C([O-])[O-], CCOC(OCC)c1ccc(CN(C)C(=O)OCc2ccccc2)cc1, Cl, [K+], [K+]. Product: CN(Cc1ccc(C=O)cc1)C(=O)OCc1ccccc1. RXN SMILES: [C:27](=[O:28])([O-:29])[O-:30].[CH2:1]([O:3][CH:4]([O:2][CH2:24][CH3:25])[c:5]1[cH:6][cH:7][c:8]([CH2:9][N:10]([C:11]([O:12][CH2:13][c:14]2[cH:15][cH:16][cH:17][cH:18][cH:19]2)=[O:20])[CH3:21])[cH:22][cH:23]1)[CH3:26].[ClH:33].[K+:31].[K+:32]>>[O:3]=[CH:4][c:5]1[cH:6][cH:7][c:8]([CH2:9][N:10]([C:11]([O:12][CH2:13][c:14]2[cH:15][cH:16][cH:17][cH:18][cH:19]2)=[O:20])[CH3:21])[cH:22][cH:23]1. Starting materials: C(C)(=O)OCCCCCCC=C (7-octenyl acetate), O1C2C1CCC=CCC2 (1,2-epoxy-5-cyclooctene), C(C)(=O)OCCCCCCCCCCC1C(CCCC)O1 (11,12-Epoxy-hexadecyl acetate), C[Si]([Si](C)(C)C)(C)C (hexamethyldisilane), C[O-].[K+] (potassium methoxide). Reagents/catalysts: Cl[Ru](Cl)([P](C1CCCCC1)(C2CCCCC2)C3CCCCC3)([P](C4CCCCC4)(C5CCCCC5)C6CCCCC6)=CC7=CC=CC=C7 (Grubbs catalyst). Reaction conditions: temperature 0 celsius, time 24 hour. Product: C(C)(=O)OCCCCCCCCCC\C=C\CCCC (E-11-hexadecenyl acetate). Reaction SMILES: C(OCCCCCCC=C)(=O)C.O1C2CCC=CCCC12.[C:22]([O:25][CH2:26][CH2:27][CH2:28][CH2:29][CH2:30][CH2:31][CH2:32][CH2:33][CH2:34][CH2:35][CH:36]1O[CH:37]1[CH2:38][CH2:39][CH2:40][CH3:41])(=[O:24])[CH3:23].C[Si](C)(C)[Si](C)(C)C.C[O-].[K+]>Cl[Ru](=CC1C=CC=CC=1)([P](C1CCCCC1)(C1CCCCC1)C1CCCCC1)([P](C1CCCCC1)(C1CCCCC1)C1CCCCC1)Cl>[C:22]([O:25][CH2:26][CH2:27][CH2:28][CH2:29][CH2:30][CH2:31][CH2:32][CH2:33][CH2:34][CH2:35]/[CH:36]=[CH:37]/[CH2:38][CH2:39][CH2:40][CH3:41])(=[O:24])[CH3:23] |f:4.5,^1:62,81|. Reported procedure: FIG. 4 shows the reaction path for producing E-11-hexdecenyl acetate. To a dry 50-mL round-bottomed flask is added 4.5 g (0.026 mol) 7-octenyl acetate, 3.3 g (0.026 mol) 1,2-epoxy-5-cyclooctene and a magnetic stir bar. The solution is cooled to 0° C. and sparged with nitrogen for 10 minutes. Grubbs catalyst 848 (1.12 g, 1.31 mmol) is added and the reaction is stirred at 0° C. for 24 hours. The reaction is quenched by addition of 15 ml of 2M THP in IPA solution, warmed to 60° C. with stirring for... Yields the product CCOc1ccc(C(=O)C2CC2)cc1. As a reaction SMILES: [Al+3:2].[CH2:12]([CH3:13])[O:14][c:15]1[cH:16][cH:17][cH:18][cH:19][cH:20]1.[CH:6]1([C:9](=[O:10])[OH:11])[CH2:7][CH2:8]1.[Cl-:1].[Cl-:3].[Cl-:4].[Cl-:5].[S:21]=[C:22]=[S:23]>>[CH:6]1([C:9](=[O:11])[c:18]2[cH:17][cH:16][c:15]([O:14][CH2:12][CH3:13])[cH:20][cH:19]2)[CH2:7][CH2:8]1. Reactants: [Al+3], CCOc1ccccc1, O=C(O)C1CC1, [Cl-], [Cl-], [Cl-], [Cl-], S=C=S. Reactants: OC1=CC=C(C(=O)OC)C=C1 (methyl 4-hydroxybenzoate), [H-].[Na+] (sodium hydride), CO (methanol), C(C1=CC=CC=C1)Br (benzyl bromide). The solvent is C1CCOC1 (THF). Conditions: time 90 minute. The product is C(C1=CC=CC=C1)OC1=CC=C(C(=O)OC)C=C1 (Methyl 4-benzyloxybenzoate). Isolated yield 24.0%. RXN SMILES: [OH:1][C:2]1[CH:11]=[CH:10][C:5]([C:6]([O:8][CH3:9])=[O:7])=[CH:4][CH:3]=1.[H-].[Na+].[CH2:14](Br)[C:15]1[CH:20]=[CH:19][CH:18]=[CH:17][CH:16]=1.CO>C1COCC1>[CH2:14]([O:1][C:2]1[CH:3]=[CH:4][C:5]([C:6]([O:8][CH3:9])=[O:7])=[CH:10][CH:11]=1)[C:15]1[CH:20]=[CH:19][CH:18]=[CH:17][CH:16]=1 |f:1.2|. Procedure details: To a solution of 75 g of methyl 4-hydroxybenzoate in 700 ml THF at 22° C. were added 19.7 g of a 60% dispersion of sodium hydride in mineral oil. After the mixture was stirred for 90 minutes, 84.3 g of benzyl bromide was added dropwise. The reaction was heated at reflux for 18 hours, cooled to room temperature and 50 ml methanol was added. The mixture was evaporated and the resulting residue extracted with three portions of ethyl acetate. The combined organic extracts were washed with water and ...